Dataset: the Open Reaction Database (ORD), a public repository of structured organic reaction records. Task: describe an organic reaction: reactants, conditions, products, and yield Starting materials: (+)-(4aR)-(10bR)-4-methyl-10b-methyl-1,2,3,4,4a,5,6,10b-octahydrobenzo[f]quinolin-3-one 8-boronic acid, C(C)(C)(C)OC(=O)N1C=CC2=CC(=CC=C12)Br (1-(t-butoxycarbonyl)-5-bromoindole), C([O-])([O-])=O.[Na+].[Na+] (sodium carbonate), C1CCOC1 (THF). The reagents and catalysts are [Pd].C1(=CC=CC=C1)P(C1=CC=CC=C1)C1=CC=CC=C1.C1(=CC=CC=C1)P(C1=CC=CC=C1)C1=CC=CC=C1.C1(=CC=CC=C1)P(C1=CC=CC=C1)C1=CC=CC=C1.C1(=CC=CC=C1)P(C1=CC=CC=C1)C1=CC=CC=C1 (tetrakis (triphenylphosphine) palladium (0)). Run in C(Cl)(Cl)Cl (chloroform). The product is CN1C(CC[C@@]2(C3=C(CC[C@@H]12)C=C(C=C3)C=3C=C1C=CN(C1=CC3)C(=O)OC(C)(C)C)C)=O ((+)-(4aR)-(10bR)-4-methyl-8-(1-[t-butoxycarbonyl]-5-indolyl)-10b-methyl-1,2,3,4,4a,5,6,10b-octahydrobenzo[f]quinolin-3-one). Isolated yield 39.0%. RXN SMILES: [C:1]([O:5][C:6]([N:8]1[C:16]2[C:11](=[CH:12][C:13](Br)=[CH:14][CH:15]=2)[CH:10]=[CH:9]1)=[O:7])([CH3:4])([CH3:3])[CH3:2].[C:18](=[O:21])([O-])[O-].[Na+].[Na+].[CH2:24]1[CH2:28]O[CH2:26][CH2:25]1>C(Cl)(Cl)Cl.[Pd].C1(P(C2C=CC=CC=2)C2C=CC=CC=2)C=CC=CC=1.C1(P(C2C=CC=CC=2)C2C=CC=CC=2)C=CC=CC=1.C1(P(C2C=CC=CC=2)C2C=CC=CC=2)C=CC=CC=1.C1(P(C2C=CC=CC=2)C2C=CC=CC=2)C=CC=CC=1>[CH3:6][N:8]1[C@H:9]2[C@@:24]([CH3:28])([C:24]3[CH:28]=[CH:3][C:1]([C:13]4[CH:12]=[C:11]5[C:16](=[CH:15][CH:14]=4)[N:8]([C:6]([O:5][C:1]([CH3:4])([CH3:3])[CH3:2])=[O:7])[CH:9]=[CH:10]5)=[CH:2][C:25]=3[CH2:26][CH2:10]2)[CH2:25][CH2:26][C:18]1=[O:21] |f:1.2.3,6.7.8.9.10|. Procedure: A 15 mL round bottom flask was charged with (+)-(4aR)-(10bR)-4-methyl-10b-methyl-1,2,3,4,4a,5,6,10b-octahydrobenzo[f]quinolin-3-one-8-boronic acid (178 mg, 0.65 mmol), tetrakis (triphenylphosphine) palladium (0) (23 mg, 0.02 mmol), 1-(t-butoxycarbonyl)-5-bromoindole (193 mg, 0.65 mmol), 0.65 mL of 2M sodium carbonate and 2 mL of THF, fitted with a reflux condenser, and the stirred mixture was heated at 80°, under nitrogen, for 24 h. The mixture was cooled, diluted with chloroform (75 mL) and was... The reactants are ClC=1C=C(C=CC1)B(O)O (3-chlorophenylboronic acid), BrC=1C=C(C=2NC=3C=C(C=CC3C2N1)CN1CCOCC1)C(=O)OC (methyl 2-bromo-7-(morpholinomethyl)-5H-pyrido[3,2-b]indole-4-carboxylate), [O-]P(=O)([O-])[O-].[K+].[K+].[K+] (potassium phosphate tribasic), C1(CCCCC1)P(C1=C(C=CC=C1)C1=C(C=CC=C1OC)OC)C1CCCCC1 (dicyclohexyl(2′,6′-dimethoxybiphenyl-2-yl)phosphine). Reagents/catalysts: CC(=O)[O-].CC(=O)[O-].[Pd+2] (Pd(OAc)2). Run at temperature 70 celsius. Yields the product ClC=1C=C(C=CC1)C=1C=C(C=2NC=3C=C(C=CC3C2N1)CN1CCOCC1)C(=O)OC (methyl 2-(3-chlorophenyl)-7-(morpholinomethyl)-5H-pyrido[3,2-b]indole-4-carboxylate). The yield is 73.7%. As a reaction SMILES: [Cl:1][C:2]1[CH:3]=[C:4](B(O)O)[CH:5]=[CH:6][CH:7]=1.Br[C:12]1[CH:13]=[C:14]([C:32]([O:34][CH3:35])=[O:33])[C:15]2[NH:16][C:17]3[CH:18]=[C:19]([CH2:25][N:26]4[CH2:31][CH2:30][O:29][CH2:28][CH2:27]4)[CH:20]=[CH:21][C:22]=3[C:23]=2[N:24]=1.[O-]P([O-])([O-])=O.[K+].[K+].[K+].C1(P(C2CCCCC2)C2C=CC=CC=2C2C(OC)=CC=CC=2OC)CCCCC1>CC([O-])=O.CC([O-])=O.[Pd+2]>[Cl:1][C:2]1[CH:3]=[C:4]([C:12]2[CH:13]=[C:14]([C:32]([O:34][CH3:35])=[O:33])[C:15]3[NH:16][C:17]4[CH:18]=[C:19]([CH2:25][N:26]5[CH2:27][CH2:28][O:29][CH2:30][CH2:31]5)[CH:20]=[CH:21][C:22]=4[C:23]=3[N:24]=2)[CH:5]=[CH:6][CH:7]=1 |f:2.3.4.5,7.8.9|. Procedure details: A mixture of 3-chlorophenylboronic acid (34 mg, 0.22 mmol), methyl 2-bromo-7-(morpholinomethyl)-5H-pyrido[3,2-b]indole-4-carboxylate (75 mg, 0.19 mmol), powdered potassium phosphate tribasic (95 mg, 0.45 mmol), dicyclohexyl(2′,6′-dimethoxybiphenyl-2-yl)phosphine (15 mg, 0.037 mmol), and Pd(OAc)2 (4.2 mg, 0.019 mmol) in a microwave vial was flushed with nitrogen. THF (928 μL) was added, the vial was capped, and the reaction was heated in a 70° C. oil bath for 24 hr. The reaction was partitioned b... Reactants: CN, Cc1cccc(OC2CN(C(=O)Cl)C2)c1, C1CCOC1, O. The product is CNC(=O)N1CC(Oc2cccc(C)c2)C1. As a reaction SMILES: [CH3:16][NH2:17].[CH3:1][c:2]1[cH:3][c:4]([O:5][CH:6]2[CH2:7][N:8]([C:10](=[O:11])[Cl:12])[CH2:9]2)[cH:13][cH:14][cH:15]1.[O:18]1[CH2:19][CH2:20][CH2:21][CH2:22]1.[OH2:23]>>[CH3:1][c:2]1[cH:3][c:4]([O:5][CH:6]2[CH2:7][N:8]([C:10](=[O:11])[NH:17][CH3:16])[CH2:9]2)[cH:13][cH:14][cH:15]1. The reactants are C1(=CC=CC=C1)C (toluene), N1CCCCC1 (piperidine), C12(CC3CC(CC(C1)C3)C2)C=2C=C(C=CC2OC)C=2C=C3C=CC(=CC3=CC2)C=O (6-[3-(1-adamantyl)-4-methoxyphenyl]-2-naphthaldehyde), S1C(NC(C1)=O)=O (2,4-thiazolidinedione). Run in C(C)(=O)O (acetic acid). Yields the product C12(CC3CC(CC(C1)C3)C2)C=2C=C(C=CC2OC)C=2C=C3C=CC(=CC3=CC2)N2C(SC(C2=O)=C)=O (6-[3-(1-adamantyl)-4-methoxyphenyl]-naphthalen-2-yl-methylene-2,4-thiazolidinedione). The yield is 71.0%. RXN SMILES: [C:1]1(C)C=CC=CC=1.N1CCCCC1.[C:14]12([C:24]3[CH:25]=[C:26]([C:32]4[CH:33]=[C:34]5[C:39](=[CH:40][CH:41]=4)[CH:38]=[C:37](C=O)[CH:36]=[CH:35]5)[CH:27]=[CH:28][C:29]=3[O:30][CH3:31])[CH2:23][CH:18]3[CH2:19][CH:20]([CH2:22][CH:16]([CH2:17]3)[CH2:15]1)[CH2:21]2.[S:44]1[CH2:48][C:47](=[O:49])[NH:46][C:45]1=[O:50]>C(O)(=O)C>[C:14]12([C:24]3[CH:25]=[C:26]([C:32]4[CH:33]=[C:34]5[C:39](=[CH:40][CH:41]=4)[CH:38]=[C:37]([N:46]4[C:47](=[O:49])[C:48](=[CH2:1])[S:44][C:45]4=[O:50])[CH:36]=[CH:35]5)[CH:27]=[CH:28][C:29]=3[O:30][CH3:31])[CH2:23][CH:18]3[CH2:19][CH:20]([CH2:22][CH:16]([CH2:17]3)[CH2:15]1)[CH2:21]2. Procedure: A solution of toluene (150 mL), piperidine (0.48 mL), acetic acid (0.51 mL), 6-[3-(1-adamantyl)-4-methoxyphenyl]-2-naphthaldehyde (5.84 g, 14.75 mmol) and 2,4-thiazolidinedione (1.73 g, 14.75 mmol) was heated at reflux for 18 hours under an argon atmosphere. The resulting suspension was filtered and the solid was stirred at room temperature in 30 mL of EtOH. After 30 minutes the solid was filtered and dried under high vacuum to afford 5.3 g (71%) of 6-[3-(1-adamantyl)-4-methoxyphenyl]-naphthalen... The reactants are [BH4-], [CH2]C, CCO, CC(C)c1nc(Cl)sc1C(=O)[O-], [Na+]. Product: CC(C)c1nc(Cl)sc1CO. As a reaction SMILES: [BH4-:15].[CH2:1][CH3:2].[CH3:17][CH2:18][OH:19].[Cl:3][c:4]1[s:5][c:6]([C:12](=[O:13])[O-:14])[c:7]([CH:9]([CH3:10])[CH3:11])[n:8]1.[Na+:16]>>[Cl:3][c:4]1[s:5][c:6]([CH2:12][OH:13])[c:7]([CH:9]([CH3:10])[CH3:11])[n:8]1.